This data is from the Open Reaction Database (ORD), a public repository of structured organic reaction records. The task is: describe an organic reaction: reactants, conditions, products, and yield Reactants: C1(=CC=CC=C1)S(=O)(=O)CCCO.CC1=CC=C(C=C1)S(=O)(=O)[O-] (3-(phenylsulfonyl)-1-propanol 4-methylbenzenesulfonate), CN (methylamine). Reaction conditions: time 24 hour. The product is CNCCCS(=O)(=O)C1=CC=CC=C1 (N-methyl-3-(phenylsulfonyl)propylamine). Reaction SMILES: [C:1]1([S:7]([CH2:10][CH2:11][CH2:12]O)(=[O:9])=[O:8])[CH:6]=[CH:5][CH:4]=[CH:3][CH:2]=1.CC1C=CC(S([O-])(=O)=O)=CC=1.[CH3:25][NH2:26]>>[CH3:25][NH:26][CH2:12][CH2:11][CH2:10][S:7]([C:1]1[CH:6]=[CH:5][CH:4]=[CH:3][CH:2]=1)(=[O:9])=[O:8] |f:0.1|. Procedure: 25.5 g (71.9 mmol) of 3-(phenylsulfonyl)-1-propanol-4-methylbenzenesulfonate [see H. O. Fong et al., Can. J. Chem., 57, 1206 (1979)]were dissolved in 45 ml of methylamine and stirred for 24 hours at 80° and 1000 kpa. Thereafter, the methylamine was evaporated under reduced pressure, the residue was poured into ice-water and extracted with methylene chloride. The methylene chloride extracts were dried over potassium carbonate and evaporated under reduced pressure, whereby there were obtained 14.1... Starting materials: FC(C(=O)O)(F)F (Trifluoroacetic acid), C(C)(C)(C)OC(=O)N1CCC(CC1)N(CC1=CC(=CC=C1)C(=O)OC)C=1C=C2C=CNC2=CC1 (4-[(1H-indol-5-yl)-(3-methoxycarbonyl-benzyl)-amino]-piperidine-1-carboxylic acid tert-butyl ester), [H-].[Al+3].[Li+].[H-].[H-].[H-] (lithium aluminum hydride). The solvent is C(Cl)Cl (DCM). Conditions: time 3 hour. Product: N1C=CC2=CC(=CC=C12)N(C1CCNCC1)CC=1C=C(C=CC1)CO ((3-{[(1H-indol-5-yl)-piperidin-4-yl-amino]-methyl}-phenyl)-methanol). Isolated yield 8.7%. As a reaction SMILES: FC(F)(F)C(O)=O.C(OC([N:15]1[CH2:20][CH2:19][CH:18]([N:21]([C:33]2[CH:34]=[C:35]3[C:39](=[CH:40][CH:41]=2)[NH:38][CH:37]=[CH:36]3)[CH2:22][C:23]2[CH:28]=[CH:27][CH:26]=[C:25]([C:29](OC)=[O:30])[CH:24]=2)[CH2:17][CH2:16]1)=O)(C)(C)C.[H-].[Al+3].[Li+].[H-].[H-].[H-]>C(Cl)Cl>[NH:38]1[C:39]2[C:35](=[CH:34][C:33]([N:21]([CH2:22][C:23]3[CH:24]=[C:25]([CH2:29][OH:30])[CH:26]=[CH:27][CH:28]=3)[CH:18]3[CH2:19][CH2:20][NH:15][CH2:16][CH2:17]3)=[CH:41][CH:40]=2)[CH:36]=[CH:37]1 |f:2.3.4.5.6.7|. Procedure details: Trifluoroacetic acid (0.5 mL) was added to a solution of 4-[(1H-indol-5-yl)-(3-methoxycarbonyl-benzyl)-amino]-piperidine-1-carboxylic acid tert-butyl ester (210 mg, 0.453 mmol) in DCM (2.0 mL). The reaction mixture was stirred for 3 hours, the solvent was then evaporated under reduced pressure and the residue was dissolved in DCM, a mixture of MeOH/NH4OH (9.5/0.5) was then added. The resulting mixture was filtered through a celite and silica pad and the filtrate was evaporated under reduced pres... Starting materials: ClC=1C=C2C3=C(N(C2=CC1)C)SC(=C3)C(=O)OC (Methyl 5-chloro-8-methylthieno[2,3-b]indole-2-carboxylate), [OH-].[K+] (KOH), Cl (HCl). Solvent: C(C)(=O)OCC.C1(=CC=CC=C1)C (ethyl acetate toluene). The product is ClC=1C=C2C3=C(N(C2=CC1)C)SC(=C3)C(=O)O (5-Chloro-8-methylthieno[2,3-b]indole-2-carboxylic acid). Yield: 92.6%. Reaction SMILES: [OH-].[K+].[Cl:3][C:4]1[CH:5]=[C:6]2[C:10](=[CH:11][CH:12]=1)[N:9]([CH3:13])[C:8]1[S:14][C:15]([C:17]([O:19]C)=[O:18])=[CH:16][C:7]2=1.Cl>C(OCC)(=O)C.C1(C)C=CC=CC=1>[Cl:3][C:4]1[CH:5]=[C:6]2[C:10](=[CH:11][CH:12]=1)[N:9]([CH3:13])[C:8]1[S:14][C:15]([C:17]([OH:19])=[O:18])=[CH:16][C:7]2=1 |f:0.1,4.5|. Reported procedure: KOH (0.57 g) was dissolved in methanol-water (1/1) (10 ml). (49) (0.50 g) was added and the mixture refluxed for 13/4 h. After cooling the mixture was acidified with 1M HCl to pH=1. The precipitate was filtered off, washed with water and dried to give 0.44 g (93%) of (54). M.p. 259°-262° C. Reactants: C1(=CC=CC=C1)C=1NC=2C=CC=C3C2C1CCNC3=O (2-Phenyl-3,4,5,6-tetrahydro-1H-azepino[5,4,3-cd]indol-6-one), tricyclic bromide, C(C)(C)(C)C1=CC=C(C=C1)B(O)O (4-tert-butylphenylboronic acid). Yields the product C(C)(C)(C)C1=CC=C(C=C1)C=1NC=2C=CC=C3C2C1CCNC3=O (2-(4-tert-butyl-phenyl)-1,3,4,5-tetrahydro-azepino[5,4,3-cd]indol-6-one). Reaction SMILES: [C:1]1([C:7]2[NH:8][C:9]3[CH:10]=[CH:11][CH:12]=[C:13]4[C:19](=[O:20])[NH:18][CH2:17][CH2:16][C:15]=2[C:14]=34)[CH:6]=[CH:5][CH:4]=[CH:3][CH:2]=1.[C:21](C1C=CC(B(O)O)=CC=1)([CH3:24])([CH3:23])[CH3:22]>>[C:21]([C:4]1[CH:3]=[CH:2][C:1]([C:7]2[NH:8][C:9]3[CH:10]=[CH:11][CH:12]=[C:13]4[C:19](=[O:20])[NH:18][CH2:17][CH2:16][C:15]=2[C:14]=34)=[CH:6][CH:5]=1)([CH3:24])([CH3:23])[CH3:22]. Procedure: In a like manner as described for Compound 12, the tricyclic bromide (300 mg, 1.13 mmol) and 4-tert-butylphenylboronic acid (302 mg, 1.70 mmol) were coupled to yield 2-(4-tert-butyl-phenyl)-1,3,4,5-tetrahydro-azepino[5,4,3-cd]indol-6-one, 150 mg (42%), as a white solid. mp 243-244° C.; 1H NMR (300 MHz, d6-DMSO) δ 1.33 (s, 9H), 3.05 (m, 2H), 3.38 (m, 2H), 7.20 (app t, 1H, J=7.8 Hz), 7.57 (m, 5H), 7.67 (dd, 1H, J=7.2, 0.6 Hz), 8.07 (br t, 1H), 11.51 (br s, 1H); HRMS (FAB, MH+) Calcd for C21H23N2O:... Starting materials: CC1=NOC(=C1C=1C=C(C=CC1OC)N)C ([3-(3,5-Dimethyl-4-isoxazolyl)-4-(methyloxy)phenyl]amine), Intermediate 60, C(C)OC=C(C(=O)OCC)C(=O)OCC (diethyl [(ethyloxy)methylidene]propanedioate). Run at temperature 130 celsius. The product is CC1=NOC(=C1C=1C=C(C=CC1OC)NC=C(C(=O)OCC)C(=O)OCC)C (diethyl ({[3-(3,5-dimethyl-4-isoxazolyl)-4-(methyloxy)phenyl]amino}methylidene)propanedioate). Reaction SMILES: [CH3:1][C:2]1[C:6]([C:7]2[CH:8]=[C:9]([NH2:15])[CH:10]=[CH:11][C:12]=2[O:13][CH3:14])=[C:5]([CH3:16])[O:4][N:3]=1.C(O[CH:20]=[C:21]([C:27]([O:29][CH2:30][CH3:31])=[O:28])[C:22]([O:24][CH2:25][CH3:26])=[O:23])C>>[CH3:1][C:2]1[C:6]([C:7]2[CH:8]=[C:9]([NH:15][CH:20]=[C:21]([C:22]([O:24][CH2:25][CH3:26])=[O:23])[C:27]([O:29][CH2:30][CH3:31])=[O:28])[CH:10]=[CH:11][C:12]=2[O:13][CH3:14])=[C:5]([CH3:16])[O:4][N:3]=1. Procedure details: [3-(3,5-Dimethyl-4-isoxazolyl)-4-(methyloxy)phenyl]amine (for a preparation see Intermediate 60, 27.4 g, 126 mmol) was dissolved in diethyl [(ethyloxy)methylidene]propanedioate (27.1 g, 126 mmol) and heated to 130° C. The solution was heated for 1 h, then cooled to room temperature and reduced to dryness in vacuo to give diethyl ({[3-(3,5-dimethyl-4-isoxazolyl)-4-(methyloxy)phenyl]amino}methylidene)propanedioate (50.1 g), which after standing overnight became as a brown crystalline solid. Starting materials: Clc1ccc(C#CCBr)cc1, O=C1NC(=O)C(Sc2nc3cc(Cl)ccc3s2)S1, Fc1cc(F)cc(C#CCBr)c1. Yields the product O=C1NC(=O)C(CC#Cc2ccc(Cl)cc2)(Sc2nc3cc(Cl)ccc3s2)S1. Reaction SMILES: [Cl:19][c:20]1[cH:21][cH:22][c:23]([C:26]#[C:27][CH2:28][Br:29])[cH:24][cH:25]1.[Cl:1][c:2]1[cH:3][cH:4][c:5]2[c:6]([n:7][c:8]([S:10][CH:11]3[C:12](=[O:17])[NH:13][C:14](=[O:16])[S:15]3)[s:9]2)[cH:18]1.[F:30][c:31]1[cH:32][c:33]([C:34]#[C:35][CH2:36][Br:37])[cH:38][c:39]([F:40])[cH:41]1>>[Cl:1][c:2]1[cH:3][cH:4][c:5]2[c:6]([n:7][c:8]([S:10][C:11]3([CH2:28][C:27]#[C:26][c:23]4[cH:22][cH:21][c:20]([Cl:19])[cH:25][cH:24]4)[C:12](=[O:17])[NH:13][C:14](=[O:16])[S:15]3)[s:9]2)[cH:18]1. The reactants are O=C(OCc1ccccc1)N1CCC(CO)CC1, Cc1cc(C(=O)N2Cc3cnn(C)c3Nc3ccccc32)ccc1CCC(=O)O, CN(C)c1ccncc1, CCN(C(C)C)C(C)C, ClCCl. Yields the product Cc1cc(C(=O)N2Cc3cnn(C)c3Nc3ccccc32)ccc1CCC(=O)OCC1CCN(C(=O)OCc2ccccc2)CC1. Reaction SMILES: [CH2:30]([c:31]1[cH:32][cH:33][cH:34][cH:35][cH:36]1)[O:37][C:38](=[O:39])[N:40]1[CH2:41][CH2:42][CH:43]([CH2:46][OH:47])[CH2:44][CH2:45]1.[CH3:1][c:2]1[c:3]([CH2:25][CH2:26][C:27](=[O:28])[OH:29])[cH:4][cH:5][c:6]([C:8](=[O:9])[N:10]2[c:11]3[c:12]([cH:21][cH:22][cH:23][cH:24]3)[NH:13][c:14]3[n:15]([CH3:20])[n:16][cH:17][c:18]3[CH2:19]2)[cH:7]1.[CH3:57][N:58]([c:59]1[cH:60][cH:61][n:62][cH:63][cH:64]1)[CH3:65].[CH:48]([N:49]([CH2:50][CH3:51])[CH:52]([CH3:53])[CH3:54])([CH3:55])[CH3:56].[Cl:66][CH2:67][Cl:68]>>[CH3:1][c:2]1[c:3]([CH2:25][CH2:26][C:27]([O:28][CH2:46][CH:43]2[CH2:42][CH2:41][N:40]([C:38]([O:37][CH2:30][c:31]3[cH:32][cH:33][cH:34][cH:35][cH:36]3)=[O:39])[CH2:45][CH2:44]2)=[O:29])[cH:4][cH:5][c:6]([C:8](=[O:9])[N:10]2[c:11]3[c:12]([cH:21][cH:22][cH:23][cH:24]3)[NH:13][c:14]3[n:15]([CH3:20])[n:16][cH:17][c:18]3[CH2:19]2)[cH:7]1. Starting materials: NC1=CC(=C(C2=CC=CC=C12)O)C(=O)NCCCCOC1=C(C=C(C=C1)C(C)(C)CC)C(C)(C)CC (4-Amino-1-hydroxy-N-[4-(2,4-di-tert-pentylphenoxy)butyl]-2-naphthamide), amino, sulfonamide, OC1=C(C=C(C=C1)S(=O)(=O)Cl)[N+](=O)[O-] (4-hydroxy-3-nitrobenzenesulfonyl chloride). The product is NC=1C=C(C=CC1O)S(=O)(=O)NC1=CC(=C(C2=CC=CC=C12)O)C(=O)NCCCCOC1=C(C=C(C=C1)C(C)(C)CC)C(C)(C)CC (4-(3-Amino-4-hydroxybenzenesulfonamido)-1-hydroxy-N-[4-(2,4-di-tert-pentylphenoxy)butyl]-2-naphthamide). RXN SMILES: [NH2:1][C:2]1[C:11]2[C:6](=[CH:7][CH:8]=[CH:9][CH:10]=2)[C:5]([OH:12])=[C:4]([C:13]([NH:15][CH2:16][CH2:17][CH2:18][CH2:19][O:20][C:21]2[CH:26]=[CH:25][C:24]([C:27]([CH2:30][CH3:31])([CH3:29])[CH3:28])=[CH:23][C:22]=2[C:32]([CH2:35][CH3:36])([CH3:34])[CH3:33])=[O:14])[CH:3]=1.[OH:37][C:38]1[CH:43]=[CH:42][C:41]([S:44](Cl)(=[O:46])=[O:45])=[CH:40][C:39]=1[N+:48]([O-])=O>>[NH2:48][C:39]1[CH:40]=[C:41]([S:44]([NH:1][C:2]2[C:11]3[C:6](=[CH:7][CH:8]=[CH:9][CH:10]=3)[C:5]([OH:12])=[C:4]([C:13]([NH:15][CH2:16][CH2:17][CH2:18][CH2:19][O:20][C:21]3[CH:26]=[CH:25][C:24]([C:27]([CH2:30][CH3:31])([CH3:28])[CH3:29])=[CH:23][C:22]=3[C:32]([CH2:35][CH3:36])([CH3:34])[CH3:33])=[O:14])[CH:3]=2)(=[O:46])=[O:45])[CH:42]=[CH:43][C:38]=1[OH:37]. Procedure details: This compound was prepared in two steps by conventional procedures of the type well known in the art. 4-Amino-1-hydroxy-N-[4-(2,4-di-tert-pentylphenoxy)butyl]-2-naphthamide (U.S. Pat. No. 3,954,476, column 25) was converted to the sulfonamide by reaction with 4-hydroxy-3-nitrobenzenesulfonyl chloride. Secondly, the nitro group was reduced to the amino compound by catalytic hydrogenation. Starting materials: COC(C1=CC(=CC=C1)NC(CN1C(N(C2=C(C(=N1)C1CCCCC1)C=CC=C2)CC(C(C)(C)C)=O)=O)=O)=O (3-{2-[5-Cyclohexyl-1-(3,3-dimethyl-2-oxo-butyl)-2-oxo-1,2-dihydro-3H-1,3,4-benzotriazepin-3-yl]-acetylamino}-benzoic acid methyl ester), CC(C(CN1C(N(N=C(C2=C1C=CC=C2)C2=NC=CC=C2)CC(=O)O)=O)=O)(C)C ([1-(3,3-dimethyl-2-oxo-butyl)-2-oxo-5-pyridin-2-yl-1,2-dihydro-3H-1,3,4-benzotriazepin-3-yl]-acetic acid), C(C)OC(CSC1=CC(=CC=C1)N)=O ((3-amino-phenylsulfanyl)-acetic acid ethyl ester), C1(CCCCC1)C1=NN(C(N(C2=C1C=CC=C2)CC(C(C)(C)C)=O)=O)CC(=O)O ([5-cyclohexyl-1-(3,3-dimethyl-2-oxo-butyl)-2-oxo-1,2-dihydro-3H-1,3,4-benzotriazepin-3-yl]-acetic acid), COC(C1=CC(=CC=C1)N)=O (3-amino-benzoic acid methyl ester). Yields the product C(C)OC(CN1C(N(C2=C(C(=N1)C1CCCCC1)C=CC=C2)CC(C(C)(C)C)=O)=O)=O ([5-cyclohexyl-1-(3,3-dimethyl-2-oxo-butyl)-2-oxo-1,2-dihydro-3H-1,3,4-benzotriazepin-3-yl]-acetic acid ethyl ester). Reaction SMILES: COC(=O)C1C=CC=C(N[C:11](=[O:38])[CH2:12][N:13]2[N:19]=[C:18]([CH:20]3[CH2:25][CH2:24][CH2:23][CH2:22][CH2:21]3)[C:17]3[CH:26]=[CH:27][CH:28]=[CH:29][C:16]=3[N:15]([CH2:30][C:31](=[O:36])[C:32]([CH3:35])([CH3:34])[CH3:33])[C:14]2=[O:37])C=1.CC(C)(C)C(=O)CN1C2C=CC=CC=2C(C2C=CC=CN=2)=NN([CH2:61][C:62](O)=[O:63])C1=O.C(OC(=O)CSC1C=CC=C(N)C=1)C.C1(C2C3C=CC=CC=3N(CC(=O)C(C)(C)C)C(=O)N(CC(O)=O)N=2)CCCCC1.COC(=O)C1C=CC=C(N)C=1>>[CH2:62]([O:63][C:11](=[O:38])[CH2:12][N:13]1[N:19]=[C:18]([CH:20]2[CH2:21][CH2:22][CH2:23][CH2:24][CH2:25]2)[C:17]2[CH:26]=[CH:27][CH:28]=[CH:29][C:16]=2[N:15]([CH2:30][C:31](=[O:36])[C:32]([CH3:34])([CH3:33])[CH3:35])[C:14]1=[O:37])[CH3:61]. Procedure details: The title compound was obtained by the method used in the preparation of 3-{2-[5-cyclohexyl-1-(3,3-dimethyl-2-oxo-butyl)-2-oxo-1,2-dihydro-3H-1,3,4-benzotriazepin-3-yl]-acetylamino}-benzoic acid methyl ester (Example 1), except that [1-(3,3-dimethyl-2-oxo-butyl)-2-oxo-5-pyridin-2-yl-1,2-dihydro-3H-1,3,4-benzotriazepin-3-yl]-acetic acid (Example 5, step a) and (3-amino-phenylsulfanyl)-acetic acid ethyl ester were used instead of [5-cyclohexyl-1-(3,3-dimethyl-2-oxo-butyl)-2-oxo-1,2-dihydro-3H-1,3,... The reactants are CC(C)C(=O)Cl, CN(C)C=O, Nc1ncnc2[nH]cc(-c3ccc(Oc4ccccc4)cc3)c12, c1ccncc1. Product: CC(C)C(=O)n1cc(-c2ccc(Oc3ccccc3)cc2)c2c(N)ncnc21. RXN SMILES: [C:1]([CH:2]([CH3:3])[CH3:4])(=[O:5])[Cl:6].[CH3:30][N:31]([CH3:32])[CH:33]=[O:34].[O:7]([c:8]1[cH:9][cH:10][cH:11][cH:12][cH:13]1)[c:14]1[cH:15][cH:16][c:17](-[c:20]2[cH:21][nH:22][c:23]3[n:24][cH:25][n:26][c:27]([NH2:29])[c:28]23)[cH:18][cH:19]1.[cH:35]1[cH:36][cH:37][n:38][cH:39][cH:40]1>>[C:1]([CH:2]([CH3:3])[CH3:4])(=[O:5])[n:22]1[cH:21][c:20](-[c:17]2[cH:16][cH:15][c:14]([O:7][c:8]3[cH:9][cH:10][cH:11][cH:12][cH:13]3)[cH:19][cH:18]2)[c:28]2[c:23]1[n:24][cH:25][n:26][c:27]2[NH2:29].